Dataset: the Open Reaction Database (ORD), a public repository of structured organic reaction records. Task: describe an organic reaction: reactants, conditions, products, and yield Reactants: O=C([O-])[O-], BrCc1ccccc1, CSc1nc2cnn(Cc3cccc4ccccc34)c(=O)c2[nH]1, CN(C)C=O, [K+], [K+], O. Yields the product CSc1nc2cnn(Cc3cccc4ccccc34)c(=O)c2n1Cc1ccccc1. As a reaction SMILES: [C:32](=[O:33])([O-:34])[O-:35].[CH2:24]([c:25]1[cH:26][cH:27][cH:28][cH:29][cH:30]1)[Br:31].[CH3:1][S:2][c:3]1[nH:4][c:5]2[c:6]([cH:7][n:8][n:9]([CH2:12][c:13]3[cH:14][cH:15][cH:16][c:17]4[cH:18][cH:19][cH:20][cH:21][c:22]34)[c:10]2=[O:11])[n:23]1.[CH3:38][N:39]([CH3:40])[CH:41]=[O:42].[K+:36].[K+:37].[OH2:43]>>[CH3:1][S:2][c:3]1[n:4]([CH2:24][c:25]2[cH:26][cH:27][cH:28][cH:29][cH:30]2)[c:5]2[c:6]([cH:7][n:8][n:9]([CH2:12][c:13]3[cH:14][cH:15][cH:16][c:17]4[cH:18][cH:19][cH:20][cH:21][c:22]34)[c:10]2=[O:11])[n:23]1. Starting materials: C1COCCO1, CC(C)N(CC1CN(C(=O)OC(C)(C)C)CCN1)S(C)(=O)=O, CCN(C(C)C)C(C)C, OC(c1cnc(Cl)nc1)(C(F)(F)F)C(F)(F)F. Yields the product CC(C)N(CC1CN(C(=O)OC(C)(C)C)CCN1c1ncc(C(O)(C(F)(F)F)C(F)(F)F)cn1)S(C)(=O)=O. RXN SMILES: [CH2:49]1[O:50][CH2:51][CH2:52][O:53][CH2:54]1.[CH3:1][CH:2]([CH3:3])[N:4]([S:5](=[O:6])(=[O:7])[CH3:8])[CH2:9][CH:10]1[CH2:11][N:12]([C:16](=[O:17])[O:18][C:19]([CH3:20])([CH3:21])[CH3:22])[CH2:13][CH2:14][NH:15]1.[CH:40]([N:41]([CH2:42][CH3:43])[CH:44]([CH3:45])[CH3:46])([CH3:47])[CH3:48].[Cl:23][c:24]1[n:25][cH:26][c:27]([C:30]([C:31]([F:32])([F:33])[F:34])([C:35]([F:36])([F:37])[F:38])[OH:39])[cH:28][n:29]1>>[CH3:1][CH:2]([CH3:3])[N:4]([S:5](=[O:6])(=[O:7])[CH3:8])[CH2:9][CH:10]1[CH2:11][N:12]([C:16](=[O:17])[O:18][C:19]([CH3:20])([CH3:21])[CH3:22])[CH2:13][CH2:14][N:15]1[c:24]1[n:25][cH:26][c:27]([C:30]([C:31]([F:32])([F:33])[F:34])([C:35]([F:36])([F:37])[F:38])[OH:39])[cH:28][n:29]1. The reactants are C(C(=O)Cl)(=O)Cl (oxalyl chloride), ClC1=CC=C(C=C1)S(=O)(=O)CC=1N=C(OC1C)C1=CC=C(C(=O)O)C=C1 (4-(4-{[(4-Chlorophenyl)sulfonyl]methyl}-5-methyl-1,3-oxazol-2-yl)benzoic Acid), N1=CC(=CC=C1)CN (3-pyridinylmethylamine). Yields the product ClC1=CC=C(C=C1)S(=O)(=O)CC=1N=C(OC1C)C1=CC=C(C(=O)NCC=2C=NC=CC2)C=C1 (4-(4-{[(4-Chlorophenyl)sulfonyl]methyl}-5-methyl-1,3-oxazol-2-yl)-N-(3-pyridinylmethyl)benzamide). The yield is 82.5%. RXN SMILES: C(Cl)(=O)C(Cl)=O.[Cl:7][C:8]1[CH:13]=[CH:12][C:11]([S:14]([CH2:17][C:18]2[N:19]=[C:20]([C:24]3[CH:32]=[CH:31][C:27]([C:28](O)=[O:29])=[CH:26][CH:25]=3)[O:21][C:22]=2[CH3:23])(=[O:16])=[O:15])=[CH:10][CH:9]=1.[N:33]1[CH:38]=[CH:37][CH:36]=[C:35]([CH2:39][NH2:40])[CH:34]=1>>[Cl:7][C:8]1[CH:9]=[CH:10][C:11]([S:14]([CH2:17][C:18]2[N:19]=[C:20]([C:24]3[CH:32]=[CH:31][C:27]([C:28]([NH:40][CH2:39][C:35]4[CH:34]=[N:33][CH:38]=[CH:37][CH:36]=4)=[O:29])=[CH:26][CH:25]=3)[O:21][C:22]=2[CH3:23])(=[O:16])=[O:15])=[CH:12][CH:13]=1. Procedure details: Reaction of oxalyl chloride (60 λL, 0.69 mmol) and benzoic acid 20 (179 mg, 0.46 mmol) with subsequent coupling to 3-pyridinylmethylamine (51 λL, 0.50 mmol) gave benzamide 21 (183 mg, 85%) as a white powder: mp (EtOAc) 220-222° C.; 1H NMR δ 9.20 (t, J=5.8 Hz, 1H, CONH), 8.56 (d, J=1.6 Hz, 1H, H-2′), 8.51 (dd, J=4.7, 1.6 Hz, 1H, H-6′), 8.00 (d, J=8.6 Hz, 2H, H-2, H-6), 7.88 (d, J=8.6 Hz, 2H, H-3, H-5), 7.81 (ddd, J=8.7, 2.4, 1.9 Hz, 2H, H-2″, H-6″), 7.74 (br dt, J=7.9, 1.8 Hz, 1H, H-4′), 7.70 (dd...